Dataset: the Open Reaction Database (ORD), a public repository of structured organic reaction records. Task: describe an organic reaction: reactants, conditions, products, and yield Reactants: C(C(=O)Cl)(=O)Cl (oxalyl chloride), ClC=1C=CC(=C(C(=O)O)C1)[N+](=O)[O-] (5-Chloro-2-nitrobenzoic acid), CCN(C(C)C)C(C)C (DIEA), COC=1C=C(C=CC1OCCN1CCCC1)N (3-methoxy-4-(2-pyrrolidin-1-yl-ethoxy)-phenylamine). The reagents and catalysts are CN(C)C=O (DMF). Run in ClCCl (dichloromethane). Conditions: time 1 hour. Product: ClC=1C=CC(=C(C(=O)NC2=CC(=C(C=C2)OCCN2CCCC2)OC)C1)[N+](=O)[O-] (5-chloro-N-[3-methoxy-4-(2-pyrrolidin-1-yl-ethoxy)-phenyl]-2-nitro-benzamide). Reaction SMILES: [Cl:1][C:2]1[CH:3]=[CH:4][C:5]([N+:11]([O-:13])=[O:12])=[C:6]([CH:10]=1)[C:7]([OH:9])=O.C(Cl)(=O)C(Cl)=O.CCN(C(C)C)C(C)C.[CH3:29][O:30][C:31]1[CH:32]=[C:33]([NH2:45])[CH:34]=[CH:35][C:36]=1[O:37][CH2:38][CH2:39][N:40]1[CH2:44][CH2:43][CH2:42][CH2:41]1>ClCCl.CN(C=O)C>[Cl:1][C:2]1[CH:3]=[CH:4][C:5]([N+:11]([O-:13])=[O:12])=[C:6]([CH:10]=1)[C:7]([NH:45][C:33]1[CH:34]=[CH:35][C:36]([O:37][CH2:38][CH2:39][N:40]2[CH2:41][CH2:42][CH2:43][CH2:44]2)=[C:31]([O:30][CH3:29])[CH:32]=1)=[O:9]. Reported procedure: 5-Chloro-2-nitrobenzoic acid [Aldrich] (600 mg, 3 mmol) was suspended in dichloromethane (5 ml) and treated with oxalyl chloride (2 ml) and DMF (1 drop). On stirring, an immediate effervescence occurred which ceased after 1 hour. The solvent was removed in vacuo and the residue dissolved in dichloromethane (10 ml) and treated successively with DIEA resin (3.1 mmol/g, 1.95 g) and 3-methoxy-4-(2-pyrrolidin-1-yl-ethoxy)-phenylamine (650 mg, 3 mmol). The mixture was stirred at RT for 16 hours then f... The reactants are O=CC(O)C(O)C(O)CO, O=CC(O)C(O)C(O)CO. Product: OCC(O)C(O)C(O)CO. RXN SMILES: [O:1]=[CH:2][CH:3]([OH:4])[CH:5]([OH:6])[CH:7]([OH:8])[CH2:9][OH:10].[OH:11][CH2:12][CH:13]([CH:14]([CH:15]([CH:16]=[O:17])[OH:18])[OH:19])[OH:20]>>[OH:1][CH2:2][CH:3]([OH:4])[CH:5]([OH:6])[CH:7]([OH:8])[CH2:9][OH:10]. Reported procedure: At 25 bis 30° C. and while stirring, 5.9 g (0.093 mol) of 88% strength potassium hydroxide powder was added over a period of 5 minutes to a solution of 28.4 g (0.164 Mol) of 2-hydroxybenzenesulfonamide in 200 ml of acetone. At 40° to 50° C. and while stirring, 29.6 g (0.254 mol) of chlorotrifluoroethylene was gassed in over a period of 12 hours. The precipitate was filtered off under such and washed with acetone. The filtrate was evaporated down under reduced pressure, stirred into 700 ml of wat... Reaction SMILES: [OH-].[K+].[OH:3][C:4]1[CH:9]=[CH:8][CH:7]=[CH:6][C:5]=1[S:10]([NH2:13])(=[O:12])=[O:11].[Cl:14][C:15]([F:19])=[C:16]([F:18])[F:17]>CC(C)=O>[Cl:14][CH:15]([F:19])[C:16]([F:18])([F:17])[O:3][C:4]1[CH:9]=[CH:8][CH:7]=[CH:6][C:5]=1[S:10]([NH2:13])(=[O:11])=[O:12] |f:0.1|. Run in CC(=O)C (acetone). Isolated yield 60.6%. Reactants: [OH-].[K+] (potassium hydroxide), OC1=C(C=CC=C1)S(=O)(=O)N (2-hydroxybenzenesulfonamide), ClC(=C(F)F)F (chlorotrifluoroethylene). Conditions: temperature 30 celsius. Product: ClC(C(OC1=C(C=CC=C1)S(=O)(=O)N)(F)F)F (2-(2-Chloro-1,1,2-trifluoroethoxy)-benzenesulfonamide). Starting materials: CCOP(=O)(C#N)OCC, CCOC(C)=O, CC(C)(C)OC(=O)NC(COc1c(N)cccc1-c1ccccc1)C(=O)O, CN(C)C=O. Product: CC(C)(C)OC(=O)NC1COc2c(cccc2-c2ccccc2)NC1=O. As a reaction SMILES: [C:1]([P:2](=[O:3])([O:4][CH2:5][CH3:6])[O:7][CH2:8][CH3:9])#[N:10].[CH3:43][CH2:44][O:45][C:46]([CH3:47])=[O:48].[NH2:11][c:12]1[c:13]([O:24][CH2:25][CH:26]([NH:27][C:28](=[O:29])[O:30][C:31]([CH3:32])([CH3:33])[CH3:34])[C:35](=[O:36])[OH:37])[c:14](-[c:18]2[cH:19][cH:20][cH:21][cH:22][cH:23]2)[cH:15][cH:16][cH:17]1.[O:38]=[CH:39][N:40]([CH3:41])[CH3:42]>>[NH:11]1[c:12]2[c:13]([c:14](-[c:18]3[cH:19][cH:20][cH:21][cH:22][cH:23]3)[cH:15][cH:16][cH:17]2)[O:24][CH2:25][CH:26]([NH:27][C:28](=[O:29])[O:30][C:31]([CH3:32])([CH3:33])[CH3:34])[C:35]1=[O:37].